From a dataset of the Open Reaction Database (ORD), a public repository of structured organic reaction records. describe an organic reaction: reactants, conditions, products, and yield Reactants: C(C)(C)(C)OC(=O)N1C(CCCC1)CCOC1=C(C(NC2=CC(=C(C=C12)I)Cl)=O)C=1SC(=CC1)Cl (2-{2-[7-chloro-3-(5-chlorothiophen-2-yl)-6-iodo-2-oxo-1,2-dihydroquinolin-4-yloxy]-ethyl}-piperidine-1-carboxylic acid tert-butyl ester), C(C)(=O)[O-].[K+] (potassium acetate). The reagents and catalysts are C1=CC=C(C=C1)P([C-]2C=CC=C2)C3=CC=CC=C3.C1=CC=C(C=C1)P([C-]2C=CC=C2)C3=CC=CC=C3.Cl[Pd]Cl.[Fe+2] ([1,1'-bis(diphenylphosphino)ferrocene)dichloropalladium (II)). Yields the product C(C)(C)(C)OC(=O)N1C(CCCC1)CCOC1=C(C(NC2=CC(=C(C=C12)C(=O)O)Cl)=O)C=1SC(=CC1)Cl (4-[2-(1-tert-butoxycarbonylpiperidin-2-yl)-ethoxy]-7-chloro-3-(5-chlorothiophen-2-yl)-2-oxo-1,2-dihydroquinoline-6-carboxylic acid). Isolated yield 63.0%. Procedure: To a solution of 2-{2-[7-chloro-3-(5-chlorothiophen-2-yl)-6-iodo-2-oxo-1,2-dihydroquinolin-4-yloxy]-ethyl}-piperidine-1-carboxylic acid tert-butyl ester (612 mg in 15 ml methylsulfoxide) was added 34 mg [1,1'-bis(diphenylphosphino)ferrocene)dichloropalladium (II) followed by 410 mg potassium acetate and the mixture heated to 60° C. under an atmosphere of carbon monoxide. After 5.5 hours, the mixture was cooled to room temperature and partitioned between ethyl acetate and 0.5N hydrochloric acid a... Reaction conditions: temperature 60 celsius, time 5.5 hour. As a reaction SMILES: [C:1]([O:5][C:6]([N:8]1[CH2:13][CH2:12][CH2:11][CH2:10][CH:9]1[CH2:14][CH2:15][O:16][C:17]1[C:26]2[C:21](=[CH:22][C:23]([Cl:28])=[C:24](I)[CH:25]=2)[NH:20][C:19](=[O:29])[C:18]=1[C:30]1[S:31][C:32]([Cl:35])=[CH:33][CH:34]=1)=[O:7])([CH3:4])([CH3:3])[CH3:2].[C:36]([O-:39])(=[O:38])C.[K+]>C1C=CC(P(C2C=CC=CC=2)[C-]2C=CC=C2)=CC=1.C1C=CC(P(C2C=CC=CC=2)[C-]2C=CC=C2)=CC=1.Cl[Pd]Cl.[Fe+2]>[C:1]([O:5][C:6]([N:8]1[CH2:13][CH2:12][CH2:11][CH2:10][CH:9]1[CH2:14][CH2:15][O:16][C:17]1[C:26]2[C:21](=[CH:22][C:23]([Cl:28])=[C:24]([C:36]([OH:39])=[O:38])[CH:25]=2)[NH:20][C:19](=[O:29])[C:18]=1[C:30]1[S:31][C:32]([Cl:35])=[CH:33][CH:34]=1)=[O:7])([CH3:4])([CH3:3])[CH3:2] |f:1.2,3.4.5.6|. Reactants: CC#N, CO, CC(O)[PH](=O)O, CC(N)c1cccc2ccccc12. Yields the product CC(O)[PH](=O)[O-], CC([NH3+])c1cccc2ccccc12. As a reaction SMILES: [CH3:20][C:21]#[N:22].[CH3:23][OH:24].[OH:1][CH:2]([CH3:3])[PH:4]([OH:5])=[O:6].[c:7]1([CH:17]([CH3:18])[NH2:19])[cH:8][cH:9][cH:10][c:11]2[cH:12][cH:13][cH:14][cH:15][c:16]12>>[OH:1][CH:2]([CH3:3])[PH:4](=[O:5])[O-:6].[c:7]1([CH:17]([CH3:18])[NH3+:19])[cH:8][cH:9][cH:10][c:11]2[cH:12][cH:13][cH:14][cH:15][c:16]12. Reactants: ClCCl, NC1C(=O)Nc2ccccc2N(c2ccccc2)C1=O, O=C=Nc1ccccc1. Yields the product O=C(Nc1ccccc1)NC1C(=O)Nc2ccccc2N(c2ccccc2)C1=O. As a reaction SMILES: [Cl:30][CH2:31][Cl:32].[NH2:1][CH:2]1[C:3](=[O:20])[NH:4][c:5]2[c:6]([cH:16][cH:17][cH:18][cH:19]2)[N:7]([c:10]2[cH:11][cH:12][cH:13][cH:14][cH:15]2)[C:8]1=[O:9].[O:21]=[C:22]=[N:23][c:24]1[cH:25][cH:26][cH:27][cH:28][cH:29]1>>[NH:1]([CH:2]1[C:3](=[O:20])[NH:4][c:5]2[c:6]([cH:16][cH:17][cH:18][cH:19]2)[N:7]([c:10]2[cH:11][cH:12][cH:13][cH:14][cH:15]2)[C:8]1=[O:9])[C:22](=[O:21])[NH:23][c:24]1[cH:25][cH:26][cH:27][cH:28][cH:29]1.